Dataset: the Open Reaction Database (ORD), a public repository of structured organic reaction records. Task: describe an organic reaction: reactants, conditions, products, and yield Reaction SMILES: [CH3:1][C:2]1[C:6]([C:7]2[CH:12]=[CH:11][C:10]([CH3:13])=[CH:9][CH:8]=2)=[C:5]([NH2:14])[NH:4][N:3]=1.[F:15][C:16]1[CH:17]=[C:18]([C:22](=O)[CH2:23][C:24](OCC)=[O:25])[CH:19]=[CH:20][CH:21]=1>N1C=CC=CC=1>[CH3:13][C:10]1[CH:11]=[CH:12][C:7]([C:6]2[C:2]([CH3:1])=[N:3][N:4]3[C:22]([C:18]4[CH:19]=[CH:20][CH:21]=[C:16]([F:15])[CH:17]=4)=[CH:23][C:24](=[O:25])[NH:14][C:5]=23)=[CH:8][CH:9]=1. Solvent: N1=CC=CC=C1 (pyridine). Reported procedure: 3-Methyl-4-(4-methylphenyl)-1H-pyrazol-5-amine and ethyl 3-(3-fluorophenyl)-3-oxopropanoate are stirred overnight in a pyridine (10 mL) solvent at 95° C. After cooling to room temperature, the reaction solvent is removed by distillation under reduced pressure. The remainder is extracted with ethyl acetate and water. The extracted organic layer is washed with brine and dehydrated with anhydrous MgSO4. The dehydrated organic layer is distilled under reduced pressure and purified by column chromato... Yields the product CC1=CC=C(C=C1)C=1C(=NN2C1NC(C=C2C2=CC(=CC=C2)F)=O)C (3-(4-methylphenyl)-7-(3-fluorophenyl)-2-methylpyrazolo[1,5-a]pyrimidin-5(4H)-one). Reactants: CC1=NNC(=C1C1=CC=C(C=C1)C)N (3-Methyl-4-(4-methylphenyl)-1H-pyrazol-5-amine), FC=1C=C(C=CC1)C(CC(=O)OCC)=O (ethyl 3-(3-fluorophenyl)-3-oxopropanoate). Procedure: A well homogenised mixture of the Compound of Example 3 (19 mg, 0.89 mmol) and 3-fluoro-4-nitrotoluene (20.2 mg, 0.13 mmol) was stirred at 120° C. for 0.5 h. The reaction crude was purified by flash chromatography (EtOAc—Petroleum Ether gradient from 2:8 to 3:7) affording the title product (18 mg). Yields the product CC1=NC(=CC=C1)C#CC=C1CCN(CC1)C1=C(C=CC(=C1)C)[N+](=O)[O-] (2-Methyl-6-{3-[1-(5-methyl-2-nitrophenyl)piperidin-4-ylidene]prop-1-ynyl}pyridine). Reaction SMILES: [CH3:1][C:2]1[CH:7]=[CH:6][CH:5]=[C:4]([C:8]#[C:9][CH:10]=[C:11]2[CH2:16][CH2:15][NH:14][CH2:13][CH2:12]2)[N:3]=1.F[C:18]1[CH:19]=[C:20]([CH3:27])[CH:21]=[CH:22][C:23]=1[N+:24]([O-:26])=[O:25]>>[CH3:1][C:2]1[CH:7]=[CH:6][CH:5]=[C:4]([C:8]#[C:9][CH:10]=[C:11]2[CH2:12][CH2:13][N:14]([C:18]3[CH:19]=[C:20]([CH3:27])[CH:21]=[CH:22][C:23]=3[N+:24]([O-:26])=[O:25])[CH2:15][CH2:16]2)[N:3]=1. The reactants are CC1=NC(=CC=C1)C#CC=C1CCNCC1 (2-Methyl-6-(3-piperidin-4-ylideneprop-1-ynyl)pyridine), FC=1C=C(C=CC1[N+](=O)[O-])C (3-fluoro-4-nitrotoluene). Isolated yield 39.9%.